This data is from the Open Reaction Database (ORD), a public repository of structured organic reaction records. The task is: describe an organic reaction: reactants, conditions, products, and yield Starting materials: CO, [H][H], CC1(C)COc2cc3c(cc21)C1(CO3)C(=O)N(C(c2ccccc2)c2ccccc2)c2ccccc21. Yields the product CC1(C)COc2cc3c(cc21)C1(CO3)C(=O)Nc2ccccc21. Reaction SMILES: [CH3:39][OH:40].[H:37][H:38].[c:1]1([CH:2]([c:3]2[cH:4][cH:5][cH:6][cH:7][cH:31]2)[N:8]2[C:9](=[O:30])[C:10]3([c:11]4[c:12]([cH:15][c:16]5[c:20]([cH:21]4)[C:19]([CH3:22])([CH3:23])[CH2:18][O:17]5)[O:13][CH2:14]3)[c:24]3[cH:25][cH:26][cH:27][cH:28][c:29]32)[cH:32][cH:33][cH:34][cH:35][cH:36]1>>[NH:8]1[C:9](=[O:30])[C:10]2([c:11]3[c:12]([cH:15][c:16]4[c:20]([cH:21]3)[C:19]([CH3:22])([CH3:23])[CH2:18][O:17]4)[O:13][CH2:14]2)[c:24]2[cH:25][cH:26][cH:27][cH:28][c:29]21. Reactants: CCOCC, ClCCl, Cl, CNC(=O)C(NC(=O)OC(C)(C)C)C(C)(C)F. Product: Cl, CNC(=O)C(N)C(C)(C)F. As a reaction SMILES: [CH3:19][CH2:20][O:21][CH2:22][CH3:23].[Cl:24][CH2:25][Cl:26].[ClH:18].[F:1][C:2]([CH:3]([C:4](=[O:5])[NH:6][CH3:7])[NH:8][C:9](=[O:10])[O:11][C:12]([CH3:13])([CH3:14])[CH3:15])([CH3:16])[CH3:17]>>[ClH:18].[F:1][C:2]([CH:3]([C:4](=[O:5])[NH:6][CH3:7])[NH2:8])([CH3:16])[CH3:17].